From a dataset of the Open Reaction Database (ORD), a public repository of structured organic reaction records. describe an organic reaction: reactants, conditions, products, and yield The reactants are NCCc1ccc(C(F)(F)F)cn1, FC(F)Oc1ccc(I)cc1OC(F)F. Product: FC(F)Oc1ccc(NCCc2ccc(C(F)(F)F)cn2)cc1OC(F)F. RXN SMILES: [F:16][C:17]([c:18]1[cH:19][cH:20][c:21]([CH2:24][CH2:25][NH2:26])[n:22][cH:23]1)([F:27])[F:28].[F:1][CH:2]([O:3][c:4]1[c:5]([O:11][CH:12]([F:13])[F:14])[cH:6][c:7]([I:10])[cH:8][cH:9]1)[F:15]>>[F:1][CH:2]([O:3][c:4]1[c:5]([O:11][CH:12]([F:13])[F:14])[cH:6][c:7]([NH:26][CH2:25][CH2:24][c:21]2[cH:20][cH:19][c:18]([C:17]([F:16])([F:27])[F:28])[cH:23][n:22]2)[cH:8][cH:9]1)[F:15]. Reactants: NC(=O)c1ccc(Cl)nc1Nc1ccc(N2CCN(C(=O)OCc3ccccc3)CC2)cc1, CN1CCCC1=O, CCN(C(C)C)C(C)C, CC(C)(C)OC(=O)NC1CCCNC1. Product: CC(C)(C)OC(=O)NC1CCCN(c2ccc(C(N)=O)c(Nc3ccc(N4CCN(C(=O)OCc5ccccc5)CC4)cc3)n2)C1. RXN SMILES: [C:1]([NH2:2])(=[O:3])[c:4]1[c:5]([NH:11][c:12]2[cH:13][cH:14][c:15]([N:18]3[CH2:19][CH2:20][N:21]([C:24](=[O:25])[O:26][CH2:27][c:28]4[cH:29][cH:30][cH:31][cH:32][cH:33]4)[CH2:22][CH2:23]3)[cH:16][cH:17]2)[n:6][c:7]([Cl:10])[cH:8][cH:9]1.[CH3:57][N:58]1[CH2:59][CH2:60][CH2:61][C:62]1=[O:63].[CH:48]([N:49]([CH2:50][CH3:51])[CH:52]([CH3:53])[CH3:54])([CH3:55])[CH3:56].[NH:34]1[CH2:35][CH:36]([NH:40][C:41]([O:42][C:43]([CH3:44])([CH3:45])[CH3:46])=[O:47])[CH2:37][CH2:38][CH2:39]1>>[C:1]([NH2:2])(=[O:3])[c:4]1[c:5]([NH:11][c:12]2[cH:13][cH:14][c:15]([N:18]3[CH2:19][CH2:20][N:21]([C:24](=[O:25])[O:26][CH2:27][c:28]4[cH:29][cH:30][cH:31][cH:32][cH:33]4)[CH2:22][CH2:23]3)[cH:16][cH:17]2)[n:6][c:7]([N:34]2[CH2:35][CH:36]([NH:40][C:41]([O:42][C:43]([CH3:44])([CH3:45])[CH3:46])=[O:47])[CH2:37][CH2:38][CH2:39]2)[cH:8][cH:9]1. Starting materials: CCN(C(C)C)C(C)C (DIPEA), OC(=O)C(F)(F)F.NCC(=O)N1CCN(CC1)C(C1=C(C=CC=C1)C(F)(F)F)=O (2-amino-1-[4-(2-trifluoromethyl-benzoyl)-piperazin-1-yl]-ethanone TFA salt), C=1C=CC2=C(C1)N=NN2O (HOBT), CCN=C=NCCCN(C)C.Cl (EDCI.HCl), [Li+].C1(=CC=CC=C1)C1=NN=C(O1)C(=O)[O-] (5-phenyl-[1,3,4]oxadiazole-2-carboxylic acid lithium salt). Solvent: O (water), CN(C)C=O (DMF). The product is O=C(CNC(=O)C=1OC(=NN1)C1=CC=CC=C1)N1CCN(CC1)C(C1=C(C=CC=C1)C(F)(F)F)=O (5-phenyl-[1,3,4]oxadiazole-2-carboxylic acid {2-oxo-2-[4-(2-trifluoromethyl-benzoyl)-piperazin-1-yl]-ethyl}-amide). Isolated yield 22.8%. RXN SMILES: CCN(C(C)C)C(C)C.C1C=CC2N(O)N=NC=2C=1.CCN=C=NCCCN(C)C.Cl.OC(C(F)(F)F)=O.[NH2:39][CH2:40][C:41]([N:43]1[CH2:48][CH2:47][N:46]([C:49](=[O:60])[C:50]2[CH:55]=[CH:54][CH:53]=[CH:52][C:51]=2[C:56]([F:59])([F:58])[F:57])[CH2:45][CH2:44]1)=[O:42].[Li+].[C:62]1([C:68]2[O:72][C:71]([C:73]([O-])=[O:74])=[N:70][N:69]=2)[CH:67]=[CH:66][CH:65]=[CH:64][CH:63]=1>CN(C=O)C.O>[O:42]=[C:41]([N:43]1[CH2:44][CH2:45][N:46]([C:49](=[O:60])[C:50]2[CH:55]=[CH:54][CH:53]=[CH:52][C:51]=2[C:56]([F:59])([F:57])[F:58])[CH2:47][CH2:48]1)[CH2:40][NH:39][C:73]([C:71]1[O:72][C:68]([C:62]2[CH:63]=[CH:64][CH:65]=[CH:66][CH:67]=2)=[N:69][N:70]=1)=[O:74] |f:2.3,4.5,6.7|. Reported procedure: DIPEA (106 mg, 0.142 mL, 0.82 mmol) followed by HOBT (40.8 mg, 0.30 mmol), EDCI.HCl (131.8 mg, 0.69 mmol) and 2-amino-1-[4-(2-trifluoromethyl-benzoyl)-piperazin-1-yl]-ethanone TFA salt (129 mg, 0.3 mmol) were added sequentially to a stirred solution of 5-phenyl-[1,3,4]oxadiazole-2-carboxylic acid lithium salt (52 mg, 0.27 mmol) in DMF (5 mL). The resulting mixture was maintained at room temperature for 6 hrs. Cold water was added and the product was extracted with ethyl acetate. The organic laye... The reactants are CCOC(=O)C (EtOAc), COC(=O)C=1C=C2CC(COC2=CC1)N (3-amino-chroman-6-carboxylic acid methyl ester), ClC1=NC=C(C=N1)C=1C=NC=CC1 (2-chloro-5-pyridin-3-yl-pyrimidine), TEA. Solvent: CN(C)C=O (DMF), [Cl-].[Na+].O (brine). Conditions: temperature 150 celsius, time 1 hour. The product is COC(=O)C=1C=C2CC(COC2=CC1)NC1=NC=C(C=N1)C=1C=NC=CC1 (3-(5-pyridin-3-yl-pyrimidin-2-ylamino)-chroman-6-carboxylic acid methyl ester). Yield: 46.0%. RXN SMILES: [CH3:1][O:2][C:3]([C:5]1[CH:6]=[C:7]2[C:12](=[CH:13][CH:14]=1)[O:11][CH2:10][CH:9]([NH2:15])[CH2:8]2)=[O:4].Cl[C:17]1[N:22]=[CH:21][C:20]([C:23]2[CH:24]=[N:25][CH:26]=[CH:27][CH:28]=2)=[CH:19][N:18]=1.CCOC(C)=O>CN(C=O)C.[Cl-].[Na+].O>[CH3:1][O:2][C:3]([C:5]1[CH:6]=[C:7]2[C:12](=[CH:13][CH:14]=1)[O:11][CH2:10][CH:9]([NH:15][C:17]1[N:18]=[CH:19][C:20]([C:23]3[CH:24]=[N:25][CH:26]=[CH:27][CH:28]=3)=[CH:21][N:22]=1)[CH2:8]2)=[O:4] |f:4.5.6|. Reported procedure: A mixture of XXXIV (100 mg, 0.48 mmol), 2-chloro-5-pyridin-3-yl-pyrimidine (96 mg, 0.5 mmol) and TEA (137 μl, 1 mmol) in 2 mL of DMF was stirred at 150° C. for 1 h in a microwave reactor. The mixture was worked up with brine and EtOAc, and the organic phase was dried over Na2SO4, filtered, and evaporated in vacuo. Purification by silica gel column gave 80 mg of 3-(5-pyridin-3-yl-pyrimidin-2-ylamino)-chroman-6-carboxylic acid methyl ester XXXXIII (Yield 44%). MS: calc'd 363 (MH+), exp 363 (MH+). Starting materials: N#CBr (cyanogen bromide), N (ammonia), NC(CO)C1=CC=C(C=C1)NC(=O)NC1=CC=C(C=C1)Cl (1-[4-(1-amino-2-hydroxy-ethyl)-phenyl]-3-(4-chloro-phenyl)-urea), C(C)(=O)[O-].[Na+] (sodium acetate). Solvent: CO (methanol), CO (methanol). Run at time 16 hour. Product: NC=1OCC(N1)C1=CC=C(C=C1)NC(=O)NC1=CC=C(C=C1)Cl ((RS)-1-[4-(2-amino-4,5-dihydro-oxazol-4-yl)-phenyl]-3-(4-chloro-phenyl)-urea). The yield is 52.6%. As a reaction SMILES: [NH2:1][CH:2]([C:5]1[CH:10]=[CH:9][C:8]([NH:11][C:12]([NH:14][C:15]2[CH:20]=[CH:19][C:18]([Cl:21])=[CH:17][CH:16]=2)=[O:13])=[CH:7][CH:6]=1)[CH2:3][OH:4].C([O-])(=O)C.[Na+].[N:27]#[C:28]Br.N>CO>[NH2:27][C:28]1[O:4][CH2:3][CH:2]([C:5]2[CH:6]=[CH:7][C:8]([NH:11][C:12]([NH:14][C:15]3[CH:16]=[CH:17][C:18]([Cl:21])=[CH:19][CH:20]=3)=[O:13])=[CH:9][CH:10]=2)[N:1]=1 |f:1.2|. Procedure: To a stirred suspension of 1-[4-(1-amino-2-hydroxy-ethyl)-phenyl]-3-(4-chloro-phenyl)-urea (160 mg) and sodium acetate (129 mg) in methanol (8 ml) was added dropwise a solution of cyanogen bromide (72 mg) in methanol (0.5 ml). The resulting pale yellow solution was then stirred at room temperature for 16 h. Aqueous ammonia solution (0.4 ml, 25%) was added dropwise and stirring was continued for a further hour. The mixture was then concentrated in vacuo and the residue was purified by column chro... Starting materials: FC1=CC(=C(C=C1)N1N=NN(C1=O)C)OC(C)C (1-(4-fluoro-2-isopropoxyphenyl)-4-methyl-1H-tetrazol-5(4H)-one), [N+](=O)(O)[O-] (HNO3). The solvent is OS(=O)(=O)O (H2SO4), ice water. The product is FC1=CC(=C(C=C1[N+](=O)[O-])N1N=NN(C1=O)C)O (1-(4-fluoro-2-hydroxy-5-nitrophenyl)-4-methyl-1H-tetrazol-5(4H)-one). Isolated yield 82.9%. RXN SMILES: [F:1][C:2]1[CH:7]=[CH:6][C:5]([N:8]2[C:12](=[O:13])[N:11]([CH3:14])[N:10]=[N:9]2)=[C:4]([O:15]C(C)C)[CH:3]=1.[N+:19]([O-])([OH:21])=[O:20]>OS(O)(=O)=O>[F:1][C:2]1[C:7]([N+:19]([O-:21])=[O:20])=[CH:6][C:5]([N:8]2[C:12](=[O:13])[N:11]([CH3:14])[N:10]=[N:9]2)=[C:4]([OH:15])[CH:3]=1. Procedure: A solution of 1-(4-fluoro-2-isopropoxyphenyl)-4-methyl-1H-tetrazol-5(4H)-one (3.50 g, 13.9 mmol, 1 equiv) in H2SO4 (35 mL) was cooled in ice/water bath. To the cooled solution, was added HNO3 (fuming>90%; 715 uL, 15.3 mmol, 1.1 equiv) dropwise, and the cooled reaction mixture was allowed to warm to RT over 2 h. The reaction mixture was quenched with ice, and extracted with EtOAc 3×. The organic layer was then extracted with saturated NaHCO3 3×. The basic aqueous layer was acidified to pH<3 with ...